From a dataset of the Open Reaction Database (ORD), a public repository of structured organic reaction records. describe an organic reaction: reactants, conditions, products, and yield The reactants are CC1(NC(NC1)=S)C (4,4-dimethyl-2-imidazolidinethione), CI (methyl iodide). The solvent is C(C)(C)O (isopropanol), CCOCC (ether). Yields the product I.CC1(N=C(NC1)SC)C (4,4-dimethyl-2-(methylthio)imidazoline hydroiodide). As a reaction SMILES: [CH3:1][C:2]1([CH3:8])[CH2:6][NH:5][C:4](=[S:7])[NH:3]1.[CH3:9][I:10]>C(O)(C)C.CCOCC>[IH:10].[CH3:1][C:2]1([CH3:8])[CH2:6][NH:5][C:4]([S:7][CH3:9])=[N:3]1 |f:4.5|. Reported procedure: A suspension of 110 g (0.83 M) of 4,4-dimethyl-2-imidazolidinethione in 700 ml isopropanol was treated with 148 g (1.04 M) methyl iodide and stirred at room temperature under reflux for 1/2 hour. When all had dissolved, heated to gentle reflux for 1 hour. Cool, dilute to 2 liters with anhydrous ether, seed, and cool in ice. Filter and wash with dry ether. Yield of 4,4-dimethyl-2-(methylthio)imidazoline hydroiodide was 221 g, 98%, mp 93.5°-95° C. Pure material melts at 94.5°-95° C.